This data is from the Open Reaction Database (ORD), a public repository of structured organic reaction records. The task is: describe an organic reaction: reactants, conditions, products, and yield The reactants are C1COCCN1, CC(C)O, N#Cc1nc(F)cc(Nc2ccc(Cl)cc2)n1. Yields the product N#Cc1nc(Nc2ccc(Cl)cc2)cc(N2CCOCC2)n1. Reaction SMILES: [CH2:1]1[CH2:2][O:3][CH2:4][CH2:5][NH:6]1.[CH:24]([OH:25])([CH3:26])[CH3:27].[Cl:7][c:8]1[cH:9][cH:10][c:11]([NH:14][c:15]2[n:16][c:17]([C:22]#[N:23])[n:18][c:19]([F:21])[cH:20]2)[cH:12][cH:13]1>>[CH2:1]1[CH2:2][O:3][CH2:4][CH2:5][N:6]1[c:19]1[n:18][c:17]([C:22]#[N:23])[n:16][c:15]([NH:14][c:11]2[cH:10][cH:9][c:8]([Cl:7])[cH:13][cH:12]2)[cH:20]1. The reactants are ClS(=O)(=O)O (chlorosulfonic acid), N1=CC=C(C=C1)C1=CC=NC2=CC=C(C=C12)C=1C=CC(=NC1)N (5-[4-(4-pyridinyl)-6-quinolinyl]-2-pyridinamine), sulfonic acid. Yields the product NC1=NC=C(C=C1S(=O)(=O)Cl)C=1C=C2C(=CC=NC2=CC1)C1=CC=NC=C1 (2-amino-5-[4-(4-pyridinyl)-6-quinolinyl]-3-pyridinesulfonyl chloride). The yield is 47.0%. RXN SMILES: [Cl:1][S:2]([OH:5])(=O)=[O:3].[N:6]1[CH:11]=[CH:10][C:9]([C:12]2[C:21]3[C:16](=[CH:17][CH:18]=[C:19]([C:22]4[CH:23]=[CH:24][C:25]([NH2:28])=[N:26][CH:27]=4)[CH:20]=3)[N:15]=[CH:14][CH:13]=2)=[CH:8][CH:7]=1>>[NH2:28][C:25]1[C:24]([S:2]([Cl:1])(=[O:5])=[O:3])=[CH:23][C:22]([C:19]2[CH:20]=[C:21]3[C:16](=[CH:17][CH:18]=2)[N:15]=[CH:14][CH:13]=[C:12]3[C:9]2[CH:10]=[CH:11][N:6]=[CH:7][CH:8]=2)=[CH:27][N:26]=1. Procedure: To cold (0° C.) chlorosulfonic acid (15 mL) under vigorous stirring was added 5-[4-(4-pyridinyl)-6-quinolinyl]-2-pyridinamine (4.348 g, 14.57 mmol) portionwise. The reaction mixture was then heated at reflux for 16 hrs. Upon cooling to room temperature, LCMS indicated 47% of the title compound MS (ES)+ m/e 396.9 [M+]+ and 37% of sulfonic acid by-product MS (ES)+ m/e 379.1 [M+]+. A 2 mL aliquot of this 0.456M solution of the title compound was used in the next reaction without further workup. The reactants are ClC=1C=C(C=CC1)B(O)O (3-chloro-phenyl boronic acid), palladium tetrakistriphenylphosphine, BrC1=NC=CC=C1 (2-bromopyridine), C([O-])([O-])=O.[K+].[K+] (potassium carbonate). The reagents and catalysts are C1=CC=C(C=C1)P(C2=CC=CC=C2)C3=CC=CC=C3.C1=CC=C(C=C1)P(C2=CC=CC=C2)C3=CC=CC=C3.C1=CC=C(C=C1)P(C2=CC=CC=C2)C3=CC=CC=C3.C1=CC=C(C=C1)P(C2=CC=CC=C2)C3=CC=CC=C3.[Pd] (pd(PPh3)4). Solvent: O1CCCC1 (tetrahydrofuran). Reaction conditions: temperature 80 celsius. Product: ClC=1C=C(C=CC1)C1=NC=CC=C1 (2-(3-chloro-phenyl)pyridine). Isolated yield 55.0%. Reaction SMILES: [Cl:1][C:2]1[CH:3]=[C:4](B(O)O)[CH:5]=[CH:6][CH:7]=1.Br[C:12]1[CH:17]=[CH:16][CH:15]=[CH:14][N:13]=1.C(=O)([O-])[O-].[K+].[K+]>C1C=CC(P(C2C=CC=CC=2)C2C=CC=CC=2)=CC=1.C1C=CC(P(C2C=CC=CC=2)C2C=CC=CC=2)=CC=1.C1C=CC(P(C2C=CC=CC=2)C2C=CC=CC=2)=CC=1.C1C=CC(P(C2C=CC=CC=2)C2C=CC=CC=2)=CC=1.[Pd].O1CCCC1>[Cl:1][C:2]1[CH:3]=[C:4]([C:12]2[CH:17]=[CH:16][CH:15]=[CH:14][N:13]=2)[CH:5]=[CH:6][CH:7]=1 |f:2.3.4,5.6.7.8.9|. Reported procedure: This Example was carried out in the same manner as Example 1, except that 5.0 g (0.032 mol) of 3-chloro-phenyl boronic acid, 10.0 g (0.064 mol) of 2-bromopyridine, 150□ of tetrahydrofuran and 2M potassium carbonate solution (20□) were added and then 0.37 g (3 mol %) of palladium tetrakistriphenylphosphine [(pd(PPh3)4] was used as a catalyst. Finally, after the resulting solution was heated to reflux at 80° C. for 24 hours, the 2-(3-chloro-phenyl)pyridine was isolated. The yield was 55%. Reactants: COC(=O)[C@H]1[C@@]2(CC[C@H]3C(O[C@@H](C[C@@]3([C@H]2C([C@H](C1)N=[N+]=[N-])=O)C)C1=COC=C1)=O)C ((2S,4aR,6aR,7R,9S,10aS,10bR)-9-(Azido)-2-(3-furanyl)-dodecahydro-6a,10b-dimethyl-4,10-dioxo-2H-naphtho[2,1-c]pyran-7-carboxylic acid methyl ester), [NH4+].[Cl-] (NH4Cl). Reagents/catalysts: [Zn] (Zn). Solvent: C(Cl)Cl.CO (CH2Cl2 MeOH). Reaction conditions: time 3 hour. Product: COC(=O)[C@H]1[C@@]2(CC[C@H]3C(O[C@@H](C[C@@]3([C@H]2C([C@H](C1)N)=O)C)C1=COC=C1)=O)C ((2S,4aR,6aR,7R,9S,10aS,10bR)-9-(Amino)-2-(3-furanyl)-dodecahydro-6a,10b-dimethyl-4,10-dioxo-2H-naphtho[2,1-c]pyran-7-carboxylic acid methyl ester). The yield is 81.1%. RXN SMILES: [CH3:1][O:2][C:3]([C@@H:5]1[CH2:18][C@H:17]([N:19]=[N+]=[N-])[C:16](=[O:22])[C@H:15]2[C@@:6]1([CH3:30])[CH2:7][CH2:8][C@@H:9]1[C@:14]2([CH3:23])[CH2:13][C@@H:12]([C:24]2[CH:28]=[CH:27][O:26][CH:25]=2)[O:11][C:10]1=[O:29])=[O:4].[NH4+].[Cl-]>C(Cl)Cl.CO.[Zn]>[CH3:1][O:2][C:3]([C@@H:5]1[CH2:18][C@H:17]([NH2:19])[C:16](=[O:22])[C@H:15]2[C@@:6]1([CH3:30])[CH2:7][CH2:8][C@@H:9]1[C@:14]2([CH3:23])[CH2:13][C@@H:12]([C:24]2[CH:28]=[CH:27][O:26][CH:25]=2)[O:11][C:10]1=[O:29])=[O:4] |f:1.2,3.4|. Procedure: A mixture of 38 (0.08 g, 0.19 mmol), Zn dust (0.16 g, 2.45 mmol) and NH4Cl (g, mmol) in a mixture of CH2Cl2/MeOH (1:4, 20 mL) was stirred at room temperature for 3 h. The mixture was filtered and the filtrate was concentrated to dryness under reduced pressure. 2N NaOH (30 mL) was added to the residue and the mixture was extracted with CH2Cl2 (2×20 mL). The combined CH2Cl2 portion was washed with H2O (30 mL) and dried (Na2SO4). Removal of the solvent under reduced pressure afforded 0.06 g (84%) o... The reactants are COC=1C(CCCCN1)CC=1SC=CC1 (3,4,5,6-tetrahydro-7-methoxy-6-[(2-thienyl)methyl]-2H-azepine), [Cl-].[NH4+] (ammonium chloride), title material. The solvent is CO (MeOH). The product is Cl.S1C(=CC=C1)CC1C(NCCCC1)=N (hexahydro-3-[(2-thienyl)methyl]-2H-azepin-2-imine, monohydrochloride). RXN SMILES: CO[C:3]1[CH:4]([CH2:10][C:11]2[S:12][CH:13]=[CH:14][CH:15]=2)[CH2:5][CH2:6][CH2:7][CH2:8][N:9]=1.[Cl-:16].[NH4+:17]>CO>[ClH:16].[S:12]1[CH:13]=[CH:14][CH:15]=[C:11]1[CH2:10][CH:4]1[CH2:5][CH2:6][CH2:7][CH2:8][NH:9][C:3]1=[NH:17] |f:1.2,4.5|. Reported procedure: The title product of Example 56 in MeOH is reacted with ammonium chloride by the method of Example 5 to generate the title material. Reactants: ClC1=CC(=CC=C1)C(=O)OO (m-chloroperbenzoic acid), CC1(OC2=C(C(C1)C1=NC=CC=C1)C=CC=C2)C (3,4-dihydro-2,2-dimethyl-4-(2-pyridyl)-2H-1-benzopyran), ClC1=CC(=CC=C1)C(=O)OO (m-chloroperbenzoic acid). Run in ClCCl (dichloromethane). Reaction conditions: time 2 hour. Yields the product CC1(OC2=C(C(C1)C1=[N+](C=CC=C1)[O-])C=CC=C2)C (2-(3,4-dihydro-2,2-dimethyl-2H-1-benzopyran-4-yl)pyridine N-oxide). Yield: 76.3%. RXN SMILES: [CH3:1][C:2]1([CH3:18])[CH2:7][CH:6]([C:8]2[CH:13]=[CH:12][CH:11]=[CH:10][N:9]=2)[C:5]2[CH:14]=[CH:15][CH:16]=[CH:17][C:4]=2[O:3]1.ClC1C=CC=C(C(OO)=[O:27])C=1>ClCCl>[CH3:1][C:2]1([CH3:18])[CH2:7][CH:6]([C:8]2[CH:13]=[CH:12][CH:11]=[CH:10][N+:9]=2[O-:27])[C:5]2[CH:14]=[CH:15][CH:16]=[CH:17][C:4]=2[O:3]1. Procedure details: 130 mg of 3,4-dihydro-2,2-dimethyl-4-(2-pyridyl)-2H-1-benzopyran were dissolved in 10 ml of dichloromethane at room temperature and 93 mg of m-chloroperbenzoic acid were added. After 2 hours thin-layer chromatography indicated that some starting material was still present, whereupon further m-chloroperbenzoic acid was added until the reaction was complete. The mixture was washed in succession with sodium bisulphite solution, sodium bicarbonate solution and water, dried over sodium sulphate and e... The reactants are [N+](=O)([O-])C=1C=C(C=CC1)C1=CC=C(C=C1)C(=O)OC (methyl 3'-nitro-biphenyl-4-carboxylate). The reagents and catalysts are [Pd] (palladium-on-carbon). The solvent is O1CCCC1 (tetrahydrofuran). Run at time 2 hour. The product is NC=1C=C(C=CC1)C1=CC=C(C=C1)C(=O)OC (Metyl 3'-amino-biphenyl-4-carboxylate). The yield is 98.1%. Reaction SMILES: [N+:1]([C:4]1[CH:5]=[C:6]([C:10]2[CH:15]=[CH:14][C:13]([C:16]([O:18][CH3:19])=[O:17])=[CH:12][CH:11]=2)[CH:7]=[CH:8][CH:9]=1)([O-])=O>O1CCCC1.[Pd]>[NH2:1][C:4]1[CH:5]=[C:6]([C:10]2[CH:15]=[CH:14][C:13]([C:16]([O:18][CH3:19])=[O:17])=[CH:12][CH:11]=2)[CH:7]=[CH:8][CH:9]=1. Procedure details: In 100 ml of tetrahydrofuran was dissolved 2.70 g of methyl 3'-nitro-biphenyl-4-carboxylate obtained in Reference Example 8. To the solution was added 1.0 g of 10% palladium-on-carbon and the mixture was subjected to catalytic reduction for 2 hours. After removing the catalyst by filtration, the solvent was removed under reduced pressure to obtain 2.34 g of the titled compound. Reactants: ClS(=O)(=O)N=C=O (chlorosulfonyl isocyanate), O1C(=NN=C1)C1=C(C=CC=C1)O (2-(1,3,4-oxadiazol-2-yl)phenol). Run in C1(=CC=CC=C1)C (toluene). Reaction conditions: temperature 25 celsius, time 1 hour. Yields the product N(=C=O)S(=O)(=O)OC1=C(C=CC=C1)C=1OC=NN1 (2-(1,3,4-Oxadiazol-2-yl)phenyl isocyanatosulfonate). The yield is 59.9%. RXN SMILES: Cl[S:2]([N:5]=[C:6]=[O:7])(=[O:4])=[O:3].[O:8]1[CH:12]=[N:11][N:10]=[C:9]1[C:13]1[CH:18]=[CH:17][CH:16]=[CH:15][C:14]=1[OH:19]>C1(C)C=CC=CC=1>[N:5]([S:2]([O:19][C:14]1[CH:15]=[CH:16][CH:17]=[CH:18][C:13]=1[C:9]1[O:8][CH:12]=[N:11][N:10]=1)(=[O:4])=[O:3])=[C:6]=[O:7]. Reported procedure: By the procedure of Example 1, 7.1 g of chlorosulfonyl isocyanate was added to a suspension containing 8.1 g of 2-(1,3,4-oxadiazol-2-yl)phenol [prepared by the procedure of J. Maillard et al., Bull. Soc. Chim. France, 3, 529 (1961)] in 125 ml of dry toluene. The reaction mixture was stirred at 25° C. for 1 hour, then heated at 100° to 110° C. for about 0.5 hour. The resulting suspension containing a viscous oil was cooled to 25° C., filtered, and the filtrate was concentrated in vacuo to yield 8... Starting materials: C(#C)C1(COC(OC1)(C)C)NC(OC(C)(C)C)=O (tert-butyl 5-ethynyl-2,2-dimethyl-1,3-dioxan-5-ylcarbamate), IC=1C=C2CN(CC2=CC1)C(C1=CC=CC=C1)(C1=CC=CC=C1)C1=CC=CC=C1 (5-iodo-2-tritylisoindoline), C#CCCCCCC (1-octyne), BrC1=CC=C(C=C1)I (4-bromo-iodobenzene). The product is C(C)(C)(C)OC(NC1(COC(OC1)(C)C)C#CC1=CC=C(C=C1)Br)=O (tert-Butyl-5-((4-bromophenyl)ethynyl)-2,2-dimethyl-1,3-dioxan-5-ylcarbamate). The yield is 63.0%. RXN SMILES: [C:1]([C:3]1([NH:11][C:12](=[O:18])[O:13][C:14]([CH3:17])([CH3:16])[CH3:15])[CH2:8][O:7][C:6]([CH3:10])([CH3:9])[O:5][CH2:4]1)#[CH:2].C#CCCCCCC.[Br:27][C:28]1[CH:33]=[CH:32][C:31](I)=[CH:30][CH:29]=1.IC1C=C2C(=CC=1)CN(C(C1C=CC=CC=1)(C1C=CC=CC=1)C1C=CC=CC=1)C2>>[C:14]([O:13][C:12](=[O:18])[NH:11][C:3]1([C:1]#[C:2][C:31]2[CH:32]=[CH:33][C:28]([Br:27])=[CH:29][CH:30]=2)[CH2:8][O:7][C:6]([CH3:10])([CH3:9])[O:5][CH2:4]1)([CH3:17])([CH3:16])[CH3:15]. Reported procedure: When tert-butyl 5-ethynyl-2,2-dimethyl-1,3-dioxan-5-ylcarbamate was substituted for 1-octyne and 4-bromo-iodobenzene was substituted for 5-iodo-2-tritylisoindoline in Example 2, Step D, the similar process afforded the title compound in 63% yield, as a pale paste, which solidified on standing. 1H-NMR (CDCl3) 1.43 (s, 2H); 1.46 (s, 9H); 1.48 (s, 3H); 4.00 (d, 2H, J=11.35 Hz); 4.08 (d, 2H, J=11.41 Hz); 5.19 (s, 1H); 7.26 (d, 2H, J=6.74 Hz); 7.41 (d, 2H, J=6.67 Hz).